This data is from the Open Reaction Database (ORD), a public repository of structured organic reaction records. The task is: describe an organic reaction: reactants, conditions, products, and yield Reactants: CCOC(C)=O, COc1ccc(C(C)C(O)(c2ccc(OC)nc2)C(F)(F)F)c(Cl)c1, Cl, C1COCCO1, O. The product is COc1ccc(C(C)C(O)(c2ccc(=O)[nH]c2)C(F)(F)F)c(Cl)c1. As a reaction SMILES: [CH3:27][CH2:28][O:29][C:30]([CH3:31])=[O:32].[Cl:1][c:2]1[c:3]([CH:10]([C:11]([C:12]([F:13])([F:14])[F:15])([OH:16])[c:17]2[cH:18][n:19][c:20]([O:23][CH3:24])[cH:21][cH:22]2)[CH3:25])[cH:4][cH:5][c:6]([O:8][CH3:9])[cH:7]1.[ClH:26].[O:34]1[CH2:35][CH2:36][O:37][CH2:38][CH2:39]1.[OH2:33]>>[Cl:1][c:2]1[c:3]([CH:10]([C:11]([C:12]([F:13])([F:14])[F:15])([OH:16])[c:17]2[cH:18][nH:19][c:20](=[O:23])[cH:21][cH:22]2)[CH3:25])[cH:4][cH:5][c:6]([O:8][CH3:9])[cH:7]1. Starting materials: [Br-], CCOC(C)=O, ClC(Cl)Cl, O=C(CCN1C(=O)c2ccccc2C1=O)c1ccc(Cl)cc1C(=O)c1ccccc1F, C1CCOC1. Product: O=C(c1ccccc1F)c1cc(Cl)ccc1C(=O)C(Br)CN1C(=O)c2ccccc2C1=O. RXN SMILES: [Br-:32].[CH3:38][CH2:39][O:40][C:41](=[O:42])[CH3:43].[CH:44]([Cl:45])([Cl:46])[Cl:47].[Cl:1][c:2]1[cH:3][c:4]([C:23]([c:24]2[c:25]([F:30])[cH:26][cH:27][cH:28][cH:29]2)=[O:31])[c:5]([C:8]([CH2:9][CH2:10][N:11]2[C:12](=[O:21])[c:13]3[cH:14][cH:15][cH:16][cH:17][c:18]3[C:19]2=[O:20])=[O:22])[cH:6][cH:7]1.[O:33]1[CH2:34][CH2:35][CH2:36][CH2:37]1>>[Cl:1][c:2]1[cH:3][c:4]([C:23]([c:24]2[c:25]([F:30])[cH:26][cH:27][cH:28][cH:29]2)=[O:31])[c:5]([C:8]([CH:9]([CH2:10][N:11]2[C:12](=[O:21])[c:13]3[cH:14][cH:15][cH:16][cH:17][c:18]3[C:19]2=[O:20])[Br:32])=[O:22])[cH:6][cH:7]1. Reactants: [BH3-]C#N, O=C([O-])O, CC(C)=O, CO, Cl, Fc1ccc(-c2nn3c(c2-c2ccncc2)NNCC3)cc1, [Na+], [Na+], O. The product is CC(C)N1CCn2nc(-c3ccc(F)cc3)c(-c3ccncc3)c2N1. As a reaction SMILES: [C:23]([BH3-:24])#[N:25].[C:28](=[O:29])([OH:30])[O-:31].[CH3:33][C:34]([CH3:35])=[O:36].[CH3:37][OH:38].[ClH:27].[F:1][c:2]1[cH:3][cH:4][c:5](-[c:8]2[n:9][n:10]3[c:11]([c:16]2-[c:17]2[cH:18][cH:19][n:20][cH:21][cH:22]2)[NH:12][NH:13][CH2:14][CH2:15]3)[cH:6][cH:7]1.[Na+:26].[Na+:32].[OH2:39]>>[F:1][c:2]1[cH:3][cH:4][c:5](-[c:8]2[n:9][n:10]3[c:11]([c:16]2-[c:17]2[cH:18][cH:19][n:20][cH:21][cH:22]2)[NH:12][N:13]([CH:34]([CH3:33])[CH3:35])[CH2:14][CH2:15]3)[cH:6][cH:7]1. Starting materials: CCO, ClCCl, Cc1cc(C(=O)N(C)C(C=O)C(C)C)ccc1F, N#CC1CCNCC1. The product is Cc1cc(C(=O)N(C)C(CN2CCC(C#N)CC2)C(C)C)ccc1F. Reaction SMILES: [CH3:27][CH2:28][OH:29].[Cl:30][CH2:31][Cl:32].[F:9][c:10]1[c:11]([CH3:26])[cH:12][c:13]([C:14](=[O:15])[N:16]([CH:17]([CH:18]=[O:19])[CH:20]([CH3:21])[CH3:22])[CH3:23])[cH:24][cH:25]1.[NH:1]1[CH2:2][CH2:3][CH:4]([C:7]#[N:8])[CH2:5][CH2:6]1>>[N:1]1([CH2:18][CH:17]([N:16]([C:14]([c:13]2[cH:12][c:11]([CH3:26])[c:10]([F:9])[cH:25][cH:24]2)=[O:15])[CH3:23])[CH:20]([CH3:21])[CH3:22])[CH2:2][CH2:3][CH:4]([C:7]#[N:8])[CH2:5][CH2:6]1. The reactants are C1CCNC1, CO, O=CC1CCCC1, COC(=O)c1ccc2c(c1)CCCC2=O. Product: COC(=O)c1ccc2c(c1)CCC(=CC1CCCC1)C2=O. As a reaction SMILES: [CH2:23]1[CH2:24][NH:25][CH2:26][CH2:27]1.[CH3:28][OH:29].[CH:16]1([CH:21]=[O:22])[CH2:17][CH2:18][CH2:19][CH2:20]1.[O:1]=[C:2]1[c:3]2[cH:4][cH:5][c:6]([C:12](=[O:13])[O:14][CH3:15])[cH:7][c:8]2[CH2:9][CH2:10][CH2:11]1>>[O:1]=[C:2]1[c:3]2[cH:4][cH:5][c:6]([C:12](=[O:13])[O:14][CH3:15])[cH:7][c:8]2[CH2:9][CH2:10][C:11]1=[CH:21][CH:16]1[CH2:17][CH2:18][CH2:19][CH2:20]1.